The task is: describe an organic reaction: reactants, conditions, products, and yield. This data is from the Open Reaction Database (ORD), a public repository of structured organic reaction records. Reactants: COC(CCO)(C)C (3-methoxy-3-methylbutan-1-ol), [N+](=O)([O-])C1=C(C#N)C(=CC=C1)[N+](=O)[O-] (2,6-dinitrobenzonitrile). Yields the product COC(CCOC1=C(C#N)C(=CC=C1)[N+](=O)[O-])(C)C (2-(3-methoxy-3-methylbutoxy)-6-nitrobenzonitrile). Isolated yield 52.0%. Reaction SMILES: [CH3:1][O:2][C:3]([CH3:8])([CH3:7])[CH2:4][CH2:5][OH:6].[N+:9]([C:12]1[CH:19]=[CH:18][CH:17]=[C:16]([N+]([O-])=O)[C:13]=1[C:14]#[N:15])([O-:11])=[O:10]>>[CH3:1][O:2][C:3]([CH3:8])([CH3:7])[CH2:4][CH2:5][O:6][C:16]1[CH:17]=[CH:18][CH:19]=[C:12]([N+:9]([O-:11])=[O:10])[C:13]=1[C:14]#[N:15]. Procedure details: Prepared as in Example 215c from 3-methoxy-3-methylbutan-1-ol and 2,6-dinitrobenzonitrile in 52% yield. MS 265 (MH+). The reactants are C1(=CC=CC2=CC=CC=C12)CC(C(=O)N(N)C([C@@H](N)CC1=CNC=N1)=O)CC(NCCC1=CC=CC=C1)=O (N-[(+)-2-(1-naphthylmethyl)-3-(phenethylcarbamoyl)propionyl]-L-histidine hydrazide), hydrazide, C1(=CC=CC2=CC=CC=C12)CC(C(=O)N[C@@H](CC1=CNC=N1)C(=O)N=[N+]=[N-])CC(NCCC1=CC=CC=C1)=O (N-[(+)-2-(1-naphthylmethyl)-3-(phenethylcarbamoyl)-propionyl]-L-histidine azide), N[C@H](C(C(=O)OCCC(C)C)O)CC(C)C (isoamyl (2RS,3S)-3-amino-2-hydroxy-5-methylhexanoate), Cl (hydrogen chloride), N(=O)OCCC(C)C (isoamyl nitrite), [N-]=[N+]=[N-] (azide). The solvent is CN(C=O)C (N,N-dimethylformamide), C(C)N(CC)CC (triethylamine), CN(C=O)C (N,N-dimethylformamide), C(C)N(CC)CC (triethylamine), CN(C=O)C (N,N-dimethyformamide). Run at time 16 hour. Product: C1(=CC=CC2=CC=CC=C12)CC(C(=O)N[C@@H](CC1=CNC=N1)C(=O)N[C@H](C(C(=O)OCCC(C)C)O)CC(C)C)CC(NCCC1=CC=CC=C1)=O (isoamyl (2RS,3S)-3-{N-[(+)-2-(1-naphthylmethyl)-3-(phenethylcarbamoyl)propionyl]-L-histidyl}amino-2-hydroxy-5-methylhexanoate). RXN SMILES: C1(CC(CC(=O)NCCC2C=CC=CC=2)C(N(C(=O)[C@H](CC2N=CNC=2)N)N)=O)C2C(=CC=CC=2)C=CC=1.Cl.N(OCCC(C)C)=O.[C:48]1([CH2:58][CH:59]([CH2:75][C:76](=[O:86])[NH:77][CH2:78][CH2:79][C:80]2[CH:85]=[CH:84][CH:83]=[CH:82][CH:81]=2)[C:60]([NH:62][C@H:63]([C:70]([N:72]=[N+]=[N-])=[O:71])[CH2:64][C:65]2[N:69]=[CH:68][NH:67][CH:66]=2)=[O:61])[C:57]2[C:52](=[CH:53][CH:54]=[CH:55][CH:56]=2)[CH:51]=[CH:50][CH:49]=1.[N-]=[N+]=[N-].N[C@@H:91]([CH2:102][CH:103]([CH3:105])[CH3:104])[CH:92]([OH:101])[C:93]([O:95][CH2:96][CH2:97][CH:98]([CH3:100])[CH3:99])=[O:94]>CN(C)C=O.C(N(CC)CC)C>[C:48]1([CH2:58][CH:59]([CH2:75][C:76](=[O:86])[NH:77][CH2:78][CH2:79][C:80]2[CH:85]=[CH:84][CH:83]=[CH:82][CH:81]=2)[C:60]([NH:62][C@H:63]([C:70]([NH:72][C@@H:91]([CH2:102][CH:103]([CH3:105])[CH3:104])[CH:92]([OH:101])[C:93]([O:95][CH2:96][CH2:97][CH:98]([CH3:99])[CH3:100])=[O:94])=[O:71])[CH2:64][C:65]2[N:69]=[CH:68][NH:67][CH:66]=2)=[O:61])[C:57]2[C:52](=[CH:53][CH:54]=[CH:55][CH:56]=2)[CH:51]=[CH:50][CH:49]=1. Procedure: To a suspension of 200 mg of N-[(+)-2-(1-naphthylmethyl)-3-(phenethylcarbamoyl)propionyl]-L-histidine hydrazide in 5 ml of N,N-dimethylformamide were added successively dropwise 0.25 ml of a dry 5.1N-hydrogen chloride in N,N-dimethyformamide solution and 0.07 ml of isoamyl nitrite with stirring at -20° C. After disappearance of hydrazide compound, the reaction mixture was cooled to -30° C., and neutralized by adding 0.2 ml of triethylamine to prepare a solution of N-[(+)-2-(1-naphthylmethyl)-3-(...